Dataset: the Open Reaction Database (ORD), a public repository of structured organic reaction records. Task: describe an organic reaction: reactants, conditions, products, and yield The reactants are C1COCCO1, CCCC(C)(C)COc1nc(N)c2nc(OC)n(CC3CCOCC3)c2n1, CO, Cl, [Na+], [OH-], O. The product is CCCC(C)(C)COc1nc(N)c2[nH]c(=O)n(CC3CCOCC3)c2n1. RXN SMILES: [CH2:34]1[O:35][CH2:36][CH2:37][O:38][CH2:39]1.[CH3:1][C:2]([CH2:3][O:4][c:5]1[n:6][c:7]([NH2:23])[c:8]2[n:9][c:10]([O:21][CH3:22])[n:11]([CH2:14][CH:15]3[CH2:16][CH2:17][O:18][CH2:19][CH2:20]3)[c:12]2[n:13]1)([CH2:24][CH2:25][CH3:26])[CH3:27].[CH3:32][OH:33].[ClH:28].[Na+:30].[OH-:29].[OH2:31]>>[CH3:1][C:2]([CH2:3][O:4][c:5]1[n:6][c:7]([NH2:23])[c:8]2[nH:9][c:10](=[O:21])[n:11]([CH2:14][CH:15]3[CH2:16][CH2:17][O:18][CH2:19][CH2:20]3)[c:12]2[n:13]1)([CH2:24][CH2:25][CH3:26])[CH3:27]. Reactants: N1(CCCCC1)C1=CC(=NC=2C=C3C(=CC12)OCO3)C(=O)OCC (ethyl 8-(1-piperidinyl)-1,3-dioxolo[4,5-g]quinoline-6-carboxylate), Example 31, CN.CO (methylamine methanol). Yields the product CNC(=O)C1=NC=2C=C3C(=CC2C(=C1)N1CCCCC1)OCO3 (N-Methyl-8-(1-piperidinyl)-1,3-dioxolo[4,5-g]quinoline-6-carboxamide). Reaction SMILES: [N:1]1([C:7]2[C:16]3[CH:15]=[C:14]4[O:17][CH2:18][O:19][C:13]4=[CH:12][C:11]=3[N:10]=[C:9]([C:20]([O:22]CC)=O)[CH:8]=2)[CH2:6][CH2:5][CH2:4][CH2:3][CH2:2]1.[CH3:25][NH2:26].CO>>[CH3:25][NH:26][C:20]([C:9]1[CH:8]=[C:7]([N:1]2[CH2:6][CH2:5][CH2:4][CH2:3][CH2:2]2)[C:16]2[CH:15]=[C:14]3[O:17][CH2:18][O:19][C:13]3=[CH:12][C:11]=2[N:10]=1)=[O:22] |f:1.2|. Reported procedure: After a mixture of ethyl 8-(1-piperidinyl)-1,3-dioxolo[4,5-g]quinoline-6-carboxylate as obtained in Reference Example 31 (60 mg) and a 40% methylamine-methanol solution (5 ml) was stirred at room temperature for 3 hours, the solvent was distilled off under reduced pressure to yield the title compound as a colorless powder (33.6 mg). Reactants: [Al+3], CCCCC(=O)NCc1ccc(-c2ccccc2-c2nnnn2C(c2ccccc2)(c2ccccc2)c2ccccc2)cc1, [H-], [H-], [H-], [H-], [Li+], [Na+], C1CCOC1, [OH-], O. Yields the product CCCCCNCc1ccc(-c2ccccc2-c2nnnn2C(c2ccccc2)(c2ccccc2)c2ccccc2)cc1. Reaction SMILES: [Al+3:46].[C:1]([CH2:2][CH2:3][CH2:4][CH3:5])(=[O:6])[NH:7][CH2:8][c:9]1[cH:10][cH:11][c:12](-[c:15]2[c:16](-[c:21]3[n:22][n:23][n:24][n:25]3[C:26]([c:27]3[cH:28][cH:29][cH:30][cH:31][cH:32]3)([c:33]3[cH:34][cH:35][cH:36][cH:37][cH:38]3)[c:39]3[cH:40][cH:41][cH:42][cH:43][cH:44]3)[cH:17][cH:18][cH:19][cH:20]2)[cH:13][cH:14]1.[H-:45].[H-:48].[H-:49].[H-:50].[Li+:47].[Na+:53].[O:54]1[CH2:55][CH2:56][CH2:57][CH2:58]1.[OH-:52].[OH2:51]>>[CH2:1]([CH2:2][CH2:3][CH2:4][CH3:5])[NH:7][CH2:8][c:9]1[cH:10][cH:11][c:12](-[c:15]2[c:16](-[c:21]3[n:22][n:23][n:24][n:25]3[C:26]([c:27]3[cH:28][cH:29][cH:30][cH:31][cH:32]3)([c:33]3[cH:34][cH:35][cH:36][cH:37][cH:38]3)[c:39]3[cH:40][cH:41][cH:42][cH:43][cH:44]3)[cH:17][cH:18][cH:19][cH:20]2)[cH:13][cH:14]1. The reactants are Cl, CCCI, [Na+], CN(C)C=O, [OH-], CC(C=NO)=CC1C(C(=O)OC(C)(C)C)C1(C)C. The product is CCCON=CC(C)=CC1C(C(=O)OC(C)(C)C)C1(C)C. As a reaction SMILES: [ClH:25].[I:19][CH2:20][CH2:21][CH3:22].[Na+:24].[O:26]=[CH:27][N:28]([CH3:29])[CH3:30].[OH-:23].[OH:1][N:2]=[CH:3][C:4](=[CH:5][CH:6]1[C:7]([CH3:16])([CH3:17])[CH:8]1[C:9](=[O:10])[O:11][C:12]([CH3:13])([CH3:14])[CH3:15])[CH3:18]>>[O:1]([N:2]=[CH:3][C:4](=[CH:5][CH:6]1[C:7]([CH3:16])([CH3:17])[CH:8]1[C:9](=[O:10])[O:11][C:12]([CH3:13])([CH3:14])[CH3:15])[CH3:18])[CH2:20][CH2:21][CH3:22]. Reactants: [OH-].[Na+] (NaOH), OC1=C(C=C(C=C1)Cl)S(=O)(=O)N1CCCC1 (2-Hydroxy-5-chlorobenzene sulfonyl pyrrolidine), O.ClC(C(C)(O)C)(Cl)Cl (1,1,1-trichloro-2-methyl-2-propanol hydrate), [OH-].[Na+] (NaOH), [OH-].[Na+] (NaOH). Solvent: CC(=O)C (Acetone), CC(=O)C (acetone), CC(=O)C (acetone). Reaction conditions: temperature 25 celsius, time 1.5 hour. Product: ClC1=CC(=C(OC(C(=O)O)(C)C)C=C1)S(=O)(=O)N1CCCC1 (2-[4-Chloro-2-(pyrrolidine-1-sulfonyl)-phenoxy]-2-methyl-propionic acid). Isolated yield 26.9%. Reaction SMILES: [OH:1][C:2]1[CH:7]=[CH:6][C:5]([Cl:8])=[CH:4][C:3]=1[S:9]([N:12]1[CH2:16][CH2:15][CH2:14][CH2:13]1)(=[O:11])=[O:10].[OH2:17].Cl[C:19](Cl)(Cl)[C:20]([CH3:23])(O)[CH3:21].[OH-:26].[Na+]>CC(C)=O>[Cl:8][C:5]1[CH:6]=[CH:7][C:2]([O:1][C:20]([CH3:23])([CH3:21])[C:19]([OH:26])=[O:17])=[C:3]([S:9]([N:12]2[CH2:13][CH2:14][CH2:15][CH2:16]2)(=[O:11])=[O:10])[CH:4]=1 |f:1.2,3.4|. Procedure details: The product of Example 44B (1.0 g, 3.82 mmol) and 1,1,1-trichloro-2-methyl-2-propanol hydrate (1.832 g, 10.32 mmol) were dissolved in acetone (8.5 mL). Powdered NaOH (0.47 g. 11.75 mmol) was added with cooling. The resulting mixture was stirred for 1.5 hr at 25° C. A second batch of powdered NaOH (0.47 g) was added and stirred for another 1.5 hrs. The last batch of powdered NaOH (0.47 g) was then added along with acetone (2.5 mL). The resulting mixture was stirred for 15 hrs at 25° C. Acetone wa... Starting materials: C(C)(C)(C)[B-](CC)(CC)CC.[Li+] (lithium tert-butyltriethylborate), F[As-](F)(F)(F)(F)F.C1(=CC=CC=C1)[S+](CC1=CC=C(C=C1)C)C1=CC=CC=C1 (diphenyl(p-methylbenzyl)sulfonium hexafluoroarsenate), O (water), resultant mixture. Reported procedure: A solution of 1.69 g of lithium tert-butyltriethylborate in 50 ml of acetonitrile was added to solution of 5.00 g of diphenyl(p-methylbenzyl)sulfonium hexafluoroarsenate in 100 ml of acetonitrile, and the resultant mixture was stirred at room temperature for 30 minutes. Then, 200 ml of water was added. The resultant precipitate of a yellow oily component was recovered, and 100 ml of dichloromethane was added. The dichloromethane layer was washed with water, dried and concentrated to give 1.28 g ... Reaction SMILES: [C:1]([B-:5]([CH2:10][CH3:11])([CH2:8][CH3:9])[CH2:6][CH3:7])([CH3:4])([CH3:3])[CH3:2].[Li+].F[As-](F)(F)(F)(F)F.[C:20]1([S+:26]([C:35]2[CH:40]=[CH:39][CH:38]=[CH:37][CH:36]=2)[CH2:27][C:28]2[CH:33]=[CH:32][C:31]([CH3:34])=[CH:30][CH:29]=2)[CH:25]=[CH:24][CH:23]=[CH:22][CH:21]=1.O>C(#N)C>[C:35]1([S+:26]([C:20]2[CH:21]=[CH:22][CH:23]=[CH:24][CH:25]=2)[CH2:27][C:28]2[CH:33]=[CH:32][C:31]([CH3:34])=[CH:30][CH:29]=2)[CH:36]=[CH:37][CH:38]=[CH:39][CH:40]=1.[C:1]([B-:5]([CH2:10][CH3:11])([CH2:6][CH3:7])[CH2:8][CH3:9])([CH3:2])([CH3:4])[CH3:3] |f:0.1,2.3,6.7|. Yield: 27.5%. The product is C1(=CC=CC=C1)[S+](CC1=CC=C(C=C1)C)C1=CC=CC=C1.C(C)(C)(C)[B-](CC)(CC)CC (diphenyl(p-methylbenzyl)sulfonium (tert-butyl)triethylborate). Solvent: C(C)#N (acetonitrile), C(C)#N (acetonitrile). Reactants: [Al+3], CCOC(=O)c1ccc(Br)c(C)c1, CCOC(C)=O, Cl, [H-], [H-], [H-], [H-], [Li+], O. Product: Cc1cc(CO)ccc1Br. Reaction SMILES: [Al+3:15].[Br:1][c:2]1[c:3]([CH3:13])[cH:4][c:5]([C:6](=[O:7])[O:8][CH2:9][CH3:10])[cH:11][cH:12]1.[CH3:20][CH2:21][O:22][C:23](=[O:24])[CH3:25].[ClH:26].[H-:14].[H-:17].[H-:18].[H-:19].[Li+:16].[OH2:27]>>[Br:1][c:2]1[c:3]([CH3:13])[cH:4][c:5]([CH2:6][OH:7])[cH:11][cH:12]1. The reactants are O (water), C(=O)([O-])[O-].[Na+].[Na+] (Na2CO3), BrC1=CC=2N(C=C1)C=CN2 (7-Bromo-imidazo-[1,2-a]-pyridine), CNC(=O)C=1C=C(C=CC1)B(O)O ((3-methylamino carbonylphenyl)boronic acid). Reagents/catalysts: Cl[Pd]([P](C1=CC=CC=C1)(C2=CC=CC=C2)C3=CC=CC=C3)([P](C4=CC=CC=C4)(C5=CC=CC=C5)C6=CC=CC=C6)Cl (PdCl2(PPh3)2). Run in COCCOC (DME). The product is N=1C=CN2C1C=C(C=C2)C=2C=C(C(=O)NC)C=CC2 (3-imidazo[1,2-a]pyridine-7-yl-N-methyl-benzamide). Reaction SMILES: Br[C:2]1[CH:7]=[CH:6][N:5]2[CH:8]=[CH:9][N:10]=[C:4]2[CH:3]=1.[CH3:11][NH:12][C:13]([C:15]1[CH:16]=[C:17](B(O)O)[CH:18]=[CH:19][CH:20]=1)=[O:14].O.C([O-])([O-])=O.[Na+].[Na+]>COCCOC.Cl[Pd](Cl)([P](C1C=CC=CC=1)(C1C=CC=CC=1)C1C=CC=CC=1)[P](C1C=CC=CC=1)(C1C=CC=CC=1)C1C=CC=CC=1>[N:10]1[CH:9]=[CH:8][N:5]2[CH:6]=[CH:7][C:2]([C:19]3[CH:20]=[C:15]([CH:16]=[CH:17][CH:18]=3)[C:13]([NH:12][CH3:11])=[O:14])=[CH:3][C:4]=12 |f:3.4.5,^1:39,58|. Reported procedure: 7-Bromo-imidazo-[1,2-a]-pyridine (1 eq, 0.5 mmol, 100 mg) and (3-methylamino carbonylphenyl)boronic acid (1.1 eq, 0.558 mmol, 99.9 mg) are dissolved in DME (3 ml) and water (0.8 ml) and Na2CO3 (3 eq, 1.52 mmol, 161 mg) is added. PdCl2(PPh3)2 (0.05 eq, 0.025 mmol, 17.8 mg) is then added and the reaction mixture is heated using microwave radiation at 120° C. for 10 min. At the completion of this time the solvent is removed in vacuo and the reaction mixture is purified by flash column chromatograph...